This data is from the Open Reaction Database (ORD), a public repository of structured organic reaction records. The task is: describe an organic reaction: reactants, conditions, products, and yield Starting materials: OCC(O)CO (glycerine), O (water), O (water). The product is OC[C@H](O)[C@@H](O)[C@H](O)[C@H](O)CO (sorbitol). As a reaction SMILES: [OH2:1].[OH:2][CH2:3][CH:4]([CH2:6][OH:7])[OH:5]>>[OH:2][CH2:3][C@@H:4]([C@H:6]([C@@H:6]([C@@H:4]([CH2:3][OH:2])[OH:5])[OH:1])[OH:7])[OH:5]. Procedure: A gel vehicle containing about 25-28% water (apart from water provided as humectant solvent), about 10-12% of 99.5% glycerine solution and about 30-35% of 70% sorbitol solution can readily provide a refractive index of about 1.43 to 1.46 and permit formation of a clear gel dentifrice in which the refractive index of the polishing agent is about 1.41 to 1.47 and within 0.02 of the refractive index of the liquid vehicle. Reactants: O (water), S(=O)(=O)(OC)OC (Dimethyl sulphate), FC(C1=CC=CC(=N1)OCC1=C(C=CC=C1)/C(/C(=O)OC)=C\O)(F)F ((E)-methyl 2-[2-(6-trifluoromethylpyrid-2-yloxymethyl)phenyl]-3-hydroxyacrylate), C([O-])([O-])=O.[K+].[K+] (potassium carbonate). Run in CN(C)C=O (DMF). Run at time 6 hour. Product: FC(C1=CC=CC(=N1)OCC1=C(C=CC=C1)/C(/C(=O)OC)=C\OC)(F)F ((E)-methyl 2-[2-(6-trifluoromethylpyrid-2-yloxymethyl)phenyl]-3-methoxyacrylate), A-0278595. As a reaction SMILES: S([O:6][CH3:7])(OC)(=O)=O.[F:8][C:9]([F:32])([F:31])[C:10]1[N:15]=[C:14]([O:16][CH2:17][C:18]2[CH:23]=[CH:22][CH:21]=[CH:20][C:19]=2/[C:24](=[CH:29]\O)/[C:25]([O:27][CH3:28])=[O:26])[CH:13]=[CH:12][CH:11]=1.C(=O)([O-])[O-].[K+].[K+].O>CN(C=O)C>[F:31][C:9]([F:8])([F:32])[C:10]1[N:15]=[C:14]([O:16][CH2:17][C:18]2[CH:23]=[CH:22][CH:21]=[CH:20][C:19]=2/[C:24](=[CH:29]\[O:6][CH3:7])/[C:25]([O:27][CH3:28])=[O:26])[CH:13]=[CH:12][CH:11]=1 |f:2.3.4|. Procedure: Dimethyl sulphate (0.65 ml, 6.9 mmol) was added dropwise to a mixture of (E)-methyl 2-[2-(6-trifluoromethylpyrid-2-yloxymethyl)phenyl]-3-hydroxyacrylate (2.12 g, 6 mmol) and anhydrous potassium carbonate (1.2 g, 8.7 mmol) in dry DMF (10 ml). After stirring at room temperature for 6 hours, the mixture was poured into water and extracted with diethyl ether. The ether extracts were washed with water, dried and concentrated to give a crude product which was purified by column chromatography (silica ... The reactants are CN=C=O, CO, CCOC(C)=O, ClCCl, COc1ccc(C(C)C)cc1-c1ccc(C(F)(F)F)cc1CNCc1cc(C(F)(F)F)cc(C(F)(F)F)c1. Product: CNC(=O)N(Cc1cc(C(F)(F)F)cc(C(F)(F)F)c1)Cc1cc(C(F)(F)F)ccc1-c1cc(C(C)C)ccc1OC. Reaction SMILES: [CH3:39][N:40]=[C:41]=[O:42].[CH3:43][OH:44].[CH3:48][CH2:49][O:50][C:51]([CH3:52])=[O:53].[Cl:45][CH2:46][Cl:47].[F:1][C:2]([c:3]1[cH:4][c:5]([CH2:6][NH:7][CH2:8][c:9]2[c:10](-[c:19]3[c:20]([O:28][CH3:29])[cH:21][cH:22][c:23]([CH:25]([CH3:26])[CH3:27])[cH:24]3)[cH:11][cH:12][c:13]([C:15]([F:16])([F:17])[F:18])[cH:14]2)[cH:30][c:31]([C:33]([F:34])([F:35])[F:36])[cH:32]1)([F:37])[F:38]>>[F:1][C:2]([c:3]1[cH:4][c:5]([CH2:6][N:7]([CH2:8][c:9]2[c:10](-[c:19]3[c:20]([O:28][CH3:29])[cH:21][cH:22][c:23]([CH:25]([CH3:26])[CH3:27])[cH:24]3)[cH:11][cH:12][c:13]([C:15]([F:16])([F:17])[F:18])[cH:14]2)[C:41]([NH:40][CH3:39])=[O:42])[cH:30][c:31]([C:33]([F:34])([F:35])[F:36])[cH:32]1)([F:37])[F:38]. Starting materials: N#Cc1c(N)cccc1F, O=C(NC1CCC(CO)CC1)c1ccncc1. Product: N#Cc1c(N)cccc1OCC1CCC(NC(=O)c2ccncc2)CC1. RXN SMILES: [NH2:18][c:19]1[c:20]([C:21]#[N:22])[c:23]([F:27])[cH:24][cH:25][cH:26]1.[OH:1][CH2:2][CH:3]1[CH2:4][CH2:5][CH:6]([NH:9][C:10]([c:11]2[cH:12][cH:13][n:14][cH:15][cH:16]2)=[O:17])[CH2:7][CH2:8]1>>[O:1]([CH2:2][CH:3]1[CH2:4][CH2:5][CH:6]([NH:9][C:10]([c:11]2[cH:12][cH:13][n:14][cH:15][cH:16]2)=[O:17])[CH2:7][CH2:8]1)[c:23]1[c:20]([C:21]#[N:22])[c:19]([NH2:18])[cH:26][cH:25][cH:24]1. The reactants are O=C1CCC(=O)N1Br, CC(=O)O, ClC(Cl)Cl, [Na+], O=C([O-])O, CC(C)(C)OC(=O)C1CCc2occc2CN1. Product: CC(C)(C)OC(=O)C1CCc2oc(Br)cc2CN1. As a reaction SMILES: [Br:18][N:19]1[C:20](=[O:21])[CH2:22][CH2:23][C:24]1=[O:25].[CH3:35][C:36](=[O:37])[OH:38].[CH:31]([Cl:32])([Cl:33])[Cl:34].[Na+:30].[O-:26][C:27]([OH:28])=[O:29].[o:1]1[cH:2][cH:3][c:4]2[c:10]1[CH2:9][CH2:8][CH:7]([C:11](=[O:12])[O:13][C:14]([CH3:15])([CH3:16])[CH3:17])[NH:6][CH2:5]2>>[o:1]1[c:2]([Br:18])[cH:3][c:4]2[c:10]1[CH2:9][CH2:8][CH:7]([C:11](=[O:12])[O:13][C:14]([CH3:15])([CH3:16])[CH3:17])[NH:6][CH2:5]2.